From a dataset of the Open Reaction Database (ORD), a public repository of structured organic reaction records. describe an organic reaction: reactants, conditions, products, and yield Reactants: O=C1CCC(=O)N1Cl, ClCCl, Cc1ccc(CO)cc1-n1c(C)cc(OCc2ccc(F)cc2F)cc1=O. The product is Cc1ccc(CO)cc1-n1c(C)cc(OCc2ccc(F)cc2F)c(Cl)c1=O. RXN SMILES: [Cl:28][N:29]1[C:30](=[O:31])[CH2:32][CH2:33][C:34]1=[O:35].[Cl:36][CH2:37][Cl:38].[F:1][c:2]1[c:3]([CH2:4][O:5][c:6]2[cH:7][c:8](=[O:22])[n:9](-[c:13]3[c:14]([CH3:21])[cH:15][cH:16][c:17]([CH2:19][OH:20])[cH:18]3)[c:10]([CH3:12])[cH:11]2)[cH:23][cH:24][c:25]([F:27])[cH:26]1>>[F:1][c:2]1[c:3]([CH2:4][O:5][c:6]2[c:7]([Cl:28])[c:8](=[O:22])[n:9](-[c:13]3[c:14]([CH3:21])[cH:15][cH:16][c:17]([CH2:19][OH:20])[cH:18]3)[c:10]([CH3:12])[cH:11]2)[cH:23][cH:24][c:25]([F:27])[cH:26]1. Reactants: ClCCOC=1C=C(C=O)C=CC1OC (3-(2-Chloroethoxy)-4-methoxybenzaldehyde), C[O-].[Na+].CO (NaOMe MeOH), [N-]=[N+]=[N-].[Na+] (NaN3), ClCC(=O)OC (methyl chloroacetate). Run in O (water), CO (MeOH), CO (MeOH), CS(=O)C (DMSO), O (water). Conditions: time 24 hour. Yields the product COC(C(=CC1=CC(=C(C=C1)OC)OCCCl)N=[N+]=[N-])=O (2-Azido-3-[3-(2-chloroethoxy)-4-methoxyphenyl]acrylic acid methyl ester). Isolated yield 87.8%. RXN SMILES: [N-:1]=[N+:2]=[N-:3].[Na+].Cl[CH2:6][C:7]([O:9][CH3:10])=[O:8].[Cl:11][CH2:12][CH2:13][O:14][C:15]1[CH:16]=[C:17]([CH:20]=[CH:21][C:22]=1[O:23][CH3:24])[CH:18]=O.C[O-].[Na+].CO>CS(C)=O.CO.O>[CH3:10][O:9][C:7](=[O:8])[C:6]([N:1]=[N+:2]=[N-:3])=[CH:18][C:17]1[CH:20]=[CH:21][C:22]([O:23][CH3:24])=[C:15]([O:14][CH2:13][CH2:12][Cl:11])[CH:16]=1 |f:0.1,4.5.6|. Reported procedure: NaN3 (22.2 g, 341 mmol) was added slowly to a solution of methyl chloroacetate (20.0 mL, 227 mmol) in DMSO (100 mL). After stirring at room temperature for 24 h, water (150 mL) was added and the mixture was extracted with Et2O (3×100 mL). The combined organic fractions were dried (MgSO4) and concentrated in vacuo to 50 mL. Then, a solution of aldehyde 15 (5.37 g, 25.0 mmol) in MeOH (50 mL) was added and the mixture was cooled to −30° C. After that, the reaction mixture was treated with 5.4 M NaO... Reactants: C(C)(C)(C)OC([C@H](NC(C(NNC#C)=C(C1=CC=CC=C1)C1=CC=CC=C1)=O)CC1=CC=CC=C1)=O (benzhydrylidene aza-propargylglycinyl-D-phenylalanine tert-butyl ester), N(CC)CC (Et2NH), IC1=CC=CC=C1 (iodobenzene), CN(C)C=O (DMF). Reagents/catalysts: Cl[Pd]([P](C1=CC=CC=C1)(C2=CC=CC=C2)C3=CC=CC=C3)([P](C4=CC=CC=C4)(C5=CC=CC=C5)C6=CC=CC=C6)Cl (Pd(PPh3)2Cl2), [Cu]I (CuI). Solvent: CCOC(=O)C (EtOAc). Reaction conditions: time 12 hour. Yields the product C(C)(C)(C)OC([C@H](NC(C(N(CC#C)C1=NC=CC=C1)=C(C1=CC=CC=C1)C1=CC=CC=C1)=O)CC1=CC=CC=C1)=O (Benzhydrylidene Aza-phenylpropargylglycinyl-D-phenylalanine tert-butyl ester). The yield is 87.0%. Reaction SMILES: [C:1]([O:5][C:6](=[O:36])[C@@H:7]([CH2:29][C:30]1[CH:35]=[CH:34][CH:33]=[CH:32][CH:31]=1)[NH:8][C:9](=[O:28])[C:10](=[C:15]([C:22]1[CH:27]=[CH:26][CH:25]=[CH:24][CH:23]=1)[C:16]1[CH:21]=[CH:20][CH:19]=[CH:18][CH:17]=1)[NH:11]NC#C)([CH3:4])([CH3:3])[CH3:2].[NH:37]([CH2:40][CH3:41])[CH2:38][CH3:39].I[C:43]1[CH:48]=CC=C[CH:44]=1.[CH3:49]N(C=O)C>CCOC(C)=O.Cl[Pd](Cl)([P](C1C=CC=CC=1)(C1C=CC=CC=1)C1C=CC=CC=1)[P](C1C=CC=CC=1)(C1C=CC=CC=1)C1C=CC=CC=1.[Cu]I>[C:1]([O:5][C:6](=[O:36])[C@@H:7]([CH2:29][C:30]1[CH:31]=[CH:32][CH:33]=[CH:34][CH:35]=1)[NH:8][C:9](=[O:28])[C:10](=[C:15]([C:22]1[CH:23]=[CH:24][CH:25]=[CH:26][CH:27]=1)[C:16]1[CH:17]=[CH:18][CH:19]=[CH:20][CH:21]=1)[N:11]([C:38]1[CH:39]=[CH:49][CH:41]=[CH:40][N:37]=1)[CH2:48][C:43]#[CH:44])([CH3:3])([CH3:2])[CH3:4] |^1:62,81|. Reported procedure: A solution of benzhydrylidene aza-propargylglycinyl-D-phenylalaninyl tert-butyl ester (1, 500 mg, 1.04 mmol) in 10 mL of a 1:1 (v/v) DMF:Et2NH mixture was treated with Pd(PPh3)2Cl2 (73 mg, 0.104 mmol), CuI (40 mg, 0.208 mmol), and iodobenzene (0.15 mL, 1.35 mmol) under inert atmosphere. The solution was stirred for 12 h, diluted with 40 mL of EtOAc, and washed with saturated NaHCO3 (3×50 mL). After drying over Na2SO4, the solution was filtered, and concentrated under reduced pressure to a residu... Starting materials: [OH-].[Na+] (NaOH), O=C(CCN1CCN(CC1)C=1C=C(C=CC1)C)C=1C=C2CCC(NC2=CC1)=O (6-{1-oxo-3-[4-(3-tolyl)-1-piperazinyl]-propyl}-3,4-dihydrocarbostyril), [BH4-].[Na+] (sodium borohydride), CC(=O)C (acetone). Solvent: CCOCC (ether), CO (methanol). Conditions: time 30 minute. Yields the product C1(=CC(=CC=C1)N1CCN(CC1)CC=CC=1C=C2CCC(NC2=CC1)=O)C (6-{3-[4-(3-tolyl)-1-piperazinyl]-1-propenyl}-3,4-dihydrocarbostyril). As a reaction SMILES: O=[C:2]([C:18]1[CH:19]=[C:20]2[C:25](=[CH:26][CH:27]=1)[NH:24][C:23](=[O:28])[CH2:22][CH2:21]2)[CH2:3][CH2:4][N:5]1[CH2:10][CH2:9][N:8]([C:11]2[CH:12]=[C:13]([CH3:17])[CH:14]=[CH:15][CH:16]=2)[CH2:7][CH2:6]1.[BH4-].[Na+].CC(C)=O.[OH-].[Na+]>CO.CCOCC>[C:13]1([CH3:17])[CH:14]=[CH:15][CH:16]=[C:11]([N:8]2[CH2:9][CH2:10][N:5]([CH2:4][CH:3]=[CH:2][C:18]3[CH:19]=[C:20]4[C:25](=[CH:26][CH:27]=3)[NH:24][C:23](=[O:28])[CH2:22][CH2:21]4)[CH2:6][CH2:7]2)[CH:12]=1 |f:1.2,4.5|. Procedure: 5.0 Grams of 6-{1-oxo-3-[4-(3-tolyl)-1-piperazinyl]-propyl}-3,4-dihydrocarbostyril was suspended in 250 ml of methanol, and 2.5 g of sodium borohydride was added gradually to this solution under ice-cooling condition and the mixture was stirred for 30 minutes. Then 10 ml of acetone was added to the mixture and the reaction mixture was concentrated under a reduced pressure to dryness. To the residue thus obtained were added 10N-NaOH and ether and stirred at a room temperature for 30 minutes. The ... The reactants are COC1=CC=C(C=C1)N1CCN(CC1)CCC1=CC=CC=C1 (1-(4-methoxyphenyl)-4-phenethylpiperazine), FC1=C(C=C(C(=C1)OC)F)N1CCN(CC1)S(=O)(=O)C1(CC(=CC(=C1)C)C)C (4-(2,5-difluoro-4-methoxyphenyl)-1-(1,3,5-trimethylphenylsulfonyl)-piperazine). The product is FC1=C(C=C(C(=C1)O)F)N1CCN(CC1)S(=O)(=O)C1(CC(=CC(=C1)C)C)C (4-(2,5-difluoro-4-hydroxyphenyl)-1-(1,3,5-trimethylphenylsulfonyl)-piperazine). Yield: 52.1%. Reaction SMILES: COC1C=CC(N2CCN(CCC3C=CC=CC=3)CC2)=CC=1.[F:23][C:24]1[CH:29]=[C:28]([O:30]C)[C:27]([F:32])=[CH:26][C:25]=1[N:33]1[CH2:38][CH2:37][N:36]([S:39]([C:42]2([CH3:50])[CH:47]=[C:46]([CH3:48])[CH:45]=[C:44]([CH3:49])[CH2:43]2)(=[O:41])=[O:40])[CH2:35][CH2:34]1>>[F:23][C:24]1[CH:29]=[C:28]([OH:30])[C:27]([F:32])=[CH:26][C:25]=1[N:33]1[CH2:34][CH2:35][N:36]([S:39]([C:42]2([CH3:50])[CH:43]=[C:44]([CH3:49])[CH:45]=[C:46]([CH3:48])[CH2:47]2)(=[O:41])=[O:40])[CH2:37][CH2:38]1. Reported procedure: Production Example 2 was repeated except that 1-(4-methoxyphenyl)-4-phenethylpiperazine was replaced with 4-(2,5-difluoro-4-methoxyphenyl)-1-(1,3,5-trimethylphenylsulfonyl)-piperazine (268 mg). The resulting crude product was purified on TLC (developer, hexane: ethyl acetate=2:1) to provide 4-(2,5-difluoro-4-hydroxyphenyl)-1-(1,3,5-trimethylphenylsulfonyl)-piperazine (135 mg).